This data is from the Open Reaction Database (ORD), a public repository of structured organic reaction records. The task is: describe an organic reaction: reactants, conditions, products, and yield The reactants are FC=1C=C(C=CC1OC1=C2C(=NC=C1)C=C(S2)C=2N=CN(C2)C)N (3-Fluoro-4-(2-(1-methyl-1H-imidazol-4-yl)thieno[3,2-b]pyridin-7-yloxy)benzenamine), FC=1C=C(C=CC1OC1=C2C(=NC=C1)C=C(S2)C2=CC=C(C=C2)S(=O)(=O)C)NC(=S)NC(CC2=CC=CC=C2)=O (N-(3-Fluoro-4-(2-(4-(methylsulfonyl)phenyl)thieno[3,2-b]pyridin-7-yloxy)phenylcarbamothioyl)-2-phenylacetamide), COC1=C(C=CC=C1)CC(=O)N=C=S (2-(2-methoxyphenyl)acetyl isothiocyanate). The product is FC=1C=C(C=CC1OC1=C2C(=NC=C1)C=C(S2)C=2N=CN(C2)C)NC(=S)NC(CC2=C(C=CC=C2)OC)=O (N-(3-Fluoro-4-(2-(1-methyl-1H-imidazol-4-yl)thieno[3,2-b]pyridin-7-yloxy)phenylcarbamothioyl)-2-(2-methoxyphenyl)acetamide). Yield: 52.0%. Reaction SMILES: [F:1][C:2]1[CH:3]=[C:4]([NH2:24])[CH:5]=[CH:6][C:7]=1[O:8][C:9]1[CH:14]=[CH:13][N:12]=[C:11]2[CH:15]=[C:16]([C:18]3[N:19]=[CH:20][N:21]([CH3:23])[CH:22]=3)[S:17][C:10]=12.FC1C=C(NC(NC(=O)CC2C=CC=CC=2)=S)C=CC=1OC1C=CN=C2C=C(C3C=CC(S(C)(=O)=O)=CC=3)SC=12.[CH3:65][O:66][C:67]1[CH:72]=[CH:71][CH:70]=[CH:69][C:68]=1[CH2:73][C:74]([N:76]=[C:77]=[S:78])=[O:75]>>[F:1][C:2]1[CH:3]=[C:4]([NH:24][C:77]([NH:76][C:74](=[O:75])[CH2:73][C:68]2[CH:69]=[CH:70][CH:71]=[CH:72][C:67]=2[O:66][CH3:65])=[S:78])[CH:5]=[CH:6][C:7]=1[O:8][C:9]1[CH:14]=[CH:13][N:12]=[C:11]2[CH:15]=[C:16]([C:18]3[N:19]=[CH:20][N:21]([CH3:23])[CH:22]=3)[S:17][C:10]=12. Procedure: Starting from the amine 177, following the procedure described above for the synthesis of compound 50 (scheme 10, example 55) but replacing 2-phenylacetyl isothiocyanate with 2-(2-methoxyphenyl)acetyl isothiocyanate, title compound 179 was obtained in 52% yield. 1H NMR (400 MHz, DMSO-d6) δ ppm: 12.58 (s, 1H), 11.75 (s, 1H), 8.46 (d, 1H, J=5.5 Hz), 8.72 (dd, 1H, J=12.3/2.2 Hz), 7.86 (d, 1H, J=1.2 Hz), 7.72 (d, 1H, J=0.8 Hz), 7.70 (s, 1H), 7.57-7.49 (m, 2H), 7.30-7.23 (m, 2H), 7.00 (d, 1H, J=7.8 H... Reactants: Br, Br, ClC(Cl)Cl, Nc1c(F)cccc1C(=O)O. Yields the product Nc1c(F)cc(Br)cc1C(=O)O. As a reaction SMILES: [Br:12].[BrH:13].[CH:14]([Cl:15])([Cl:16])[Cl:17].[NH2:1][c:2]1[c:3]([C:4](=[O:5])[OH:6])[cH:7][cH:8][cH:9][c:10]1[F:11]>>[NH2:1][c:2]1[c:3]([C:4](=[O:5])[OH:6])[cH:7][c:8]([Br:13])[cH:9][c:10]1[F:11]. Starting materials: O=C(NCCCCc1ccc(OCCNCc2ccccc2)cc1)OCc1ccccc1, O=CNc1cc(C(O)CBr)ccc1OCc1ccccc1, [K+], [K+], O=C([O-])[O-], C1CCOC1. Product: O=CNc1cc(C(O)CN(CCOc2ccc(CCCCNC(=O)OCc3ccccc3)cc2)Cc2ccccc2)ccc1OCc1ccccc1. Reaction SMILES: [CH2:1]([c:2]1[cH:3][cH:4][cH:5][cH:6][cH:7]1)[O:8][C:9]([NH:10][CH2:11][CH2:12][CH2:13][CH2:14][c:15]1[cH:16][cH:17][c:18]([O:21][CH2:22][CH2:23][NH:24][CH2:25][c:26]2[cH:27][cH:28][cH:29][cH:30][cH:31]2)[cH:19][cH:20]1)=[O:32].[CH2:33]([c:34]1[cH:35][cH:36][cH:37][cH:38][cH:39]1)[O:40][c:41]1[c:42]([NH:51][CH:52]=[O:53])[cH:43][c:44]([CH:47]([CH2:48][Br:49])[OH:50])[cH:45][cH:46]1.[K+:54].[K+:55].[O-:56][C:57]([O-:58])=[O:59].[O:60]1[CH2:61][CH2:62][CH2:63][CH2:64]1>>[CH2:1]([c:2]1[cH:3][cH:4][cH:5][cH:6][cH:7]1)[O:8][C:9]([NH:10][CH2:11][CH2:12][CH2:13][CH2:14][c:15]1[cH:16][cH:17][c:18]([O:21][CH2:22][CH2:23][N:24]([CH2:25][c:26]2[cH:27][cH:28][cH:29][cH:30][cH:31]2)[CH2:48][CH:47]([c:44]2[cH:43][c:42]([NH:51][CH:52]=[O:53])[c:41]([O:40][CH2:33][c:34]3[cH:35][cH:36][cH:37][cH:38][cH:39]3)[cH:46][cH:45]2)[OH:50])[cH:19][cH:20]1)=[O:32]. Starting materials: N(=NC(=O)OCC)C(=O)OCC (Diethyl azodicarboxylate), FC1=CC=C(OCCO)C=C1 (2-(4-fluorophenoxy)ethanol), C1(NC(C2=CC=CC=C12)=O)=O (isoindoline-1,3-dione), C1(=CC=CC=C1)P(C1=CC=CC=C1)C1=CC=CC=C1 (triphenylphosphine). Run in O1CCCC1 (tetrahydrofuran). Conditions: time 17 hour. Product: FC1=CC=C(OCCN2C(C3=CC=CC=C3C2=O)=O)C=C1 (2-(2-(4-fluorophenoxy)ethyl)isoindoline-1,3-dione). Isolated yield 51.1%. RXN SMILES: N(C(OCC)=O)=NC(OCC)=O.[F:13][C:14]1[CH:23]=[CH:22][C:17]([O:18][CH2:19][CH2:20]O)=[CH:16][CH:15]=1.[C:24]1(=[O:34])[C:32]2[C:27](=[CH:28][CH:29]=[CH:30][CH:31]=2)[C:26](=[O:33])[NH:25]1.C1(P(C2C=CC=CC=2)C2C=CC=CC=2)C=CC=CC=1>O1CCCC1>[F:13][C:14]1[CH:15]=[CH:16][C:17]([O:18][CH2:19][CH2:20][N:25]2[C:26](=[O:33])[C:27]3[C:32](=[CH:31][CH:30]=[CH:29][CH:28]=3)[C:24]2=[O:34])=[CH:22][CH:23]=1. Procedure details: Diethyl azodicarboxylate (1.25 g, 7.20 mmol) was added to a solution of 2-(4-fluorophenoxy)ethanol (1.12 g, 7.20 mmol), isoindoline-1,3-dione (1.06 g, 7.20 mmol) and triphenylphosphine (1.89 g, 7.20 mmol) in tetrahydrofuran (20 ml) at 0° C. The reaction mixture was stirred at room temperature for 17 hours and concentrated in vacuo. The residue was purified by column chromatography (ethyl acetate/petroleum ether: 10/90 to 12.5/87.5) to give 2-(2-(4-fluorophenoxy)ethyl)isoindoline-1,3-dione (1.05 ...